Task: describe an organic reaction: reactants, conditions, products, and yield. Dataset: the Open Reaction Database (ORD), a public repository of structured organic reaction records The reactants are OO (hydrogen peroxide), C(CCCC=C)(=O)O (5-hexenoic acid). Reagents/catalysts: O[W](=O)(=O)O (tungstic acid). Run in C(C)(C)(C)O (t-butyl alcohol). Run at temperature 70 celsius, time 8 hour. The product is OCC1CCCC(=O)O1 (δ-hydroxymethyl-δ-valerolactone). Isolated yield 72.0%. Reaction SMILES: [OH:1]O.[C:3]([OH:10])(=[O:9])[CH2:4][CH2:5][CH2:6][CH:7]=[CH2:8]>O[W](O)(=O)=O.C(O)(C)(C)C>[OH:1][CH2:8][CH:7]1[O:10][C:3](=[O:9])[CH2:4][CH2:5][CH2:6]1. Reported procedure: A total of 2 ml of 30% by weight hydrogen peroxide aqueous solution was added dropwise to a stirred mixture of 1.12 g (10 mmol) of 5-hexenoic acid, 25 mg (0.1 mmol) of tungstic acid, and 15 ml of t-butyl alcohol at room temperature, followed by stirring at 70° C. for 8 hours. As a result, δ-hydroxymethyl-δ-valerolactone was produced in a yield of 72%. Starting materials: C(CCCC)#N (valeronitrile), C(O)CN (ethanolamine). Reagents/catalysts: O.O.C(C)(=O)[O-].[Cd+2].C(C)(=O)[O-] (cadmium acetate dihydrate). Reaction conditions: temperature 124 celsius, time 2 day. Yields the product C(CCC)C=1OCCN1 (2-(n-Butyl)-2-Oxazoline). RXN SMILES: [C:1](#[N:6])[CH2:2][CH2:3][CH2:4][CH3:5].[CH2:7]([CH2:9]N)[OH:8]>O.O.C([O-])(=O)C.[Cd+2].C([O-])(=O)C>[CH2:2]([C:1]1[O:8][CH2:7][CH2:9][N:6]=1)[CH2:3][CH2:4][CH3:5] |f:2.3.4.5.6|. Reported procedure: A mixture of about 83.1 grams (1.00 mole) valeronitrile, about 64.8 grams (1.05 mole) ethanolamine, and about 6.2 grams (0.025 mole) cadmium acetate dihydrate is heated at about 124 degrees C. to about 128 degrees C. and stirred under nitrogen for about two days. The product is then distilled under vacuum. The fraction boiling at about 67 degrees C. to about 75.5 degrees C. at about 28 mmHg is collected. Reaction SMILES: [OH:1][C@H:2]1[C@H:9]2[C@H:5]([O:6][C:7]([CH3:11])([CH3:10])[O:8]2)[O:4][C@H:3]1[C:12]([OH:14])=O.CN(C(ON1N=NC2C=CC=CC1=2)=[N+](C)C)C.[B-](F)(F)(F)F.C[N:38]1[CH2:43][CH2:42][O:41][CH2:40][CH2:39]1.N1CCOCC1>C1COCC1>[OH:1][C@H:2]1[C@H:9]2[C@H:5]([O:6][C:7]([CH3:10])([CH3:11])[O:8]2)[O:4][C@H:3]1[C:12]([N:38]1[CH2:43][CH2:42][O:41][CH2:40][CH2:39]1)=[O:14] |f:1.2|. Conditions: time 30 minute. Product: O[C@@H]1[C@@H](O[C@H]2OC(O[C@H]21)(C)C)C(=O)N2CCOCC2 (((3aS,5R,6S,6aS)-6-hydroxy-2,2-dimethyl-tetrahydro-furo[2,3-d][1,3]dioxol-5-yl)-morpholin-4-yl-methanone). The solvent is C1CCOC1 (THF). Reported procedure: Step-IV: To a stirred solution of (3aS,5R,6S,6aS)-6-hydroxy-2,2-dimethyl-tetrahydro-furo[2,3-d][1,3]dioxole-5-carboxylic acid (20 g, 98 mmol) in THF (400 ml) was added TBTU (47.2 g, 147 mmol), N-methylmorpholine (NMM, 16.16 ml, 147 mmol) at room temperature and stirred for 30 min. To it was added morpholine (12.99 ml, 147 mmol) and stirred for 6 h. The solid was filtered off by filtration and it was washed with THF. The filtrate was concentrated and resulting residue was purified by silica gel c... The reactants are O[C@@H]1[C@@H](O[C@H]2OC(O[C@H]21)(C)C)C(=O)O ((3aS,5R,6S,6aS)-6-hydroxy-2,2-dimethyl-tetrahydro-furo[2,3-d][1,3]dioxole-5-carboxylic acid), CN(C)C(=[N+](C)C)ON1C2=C(C=CC=C2)N=N1.[B-](F)(F)(F)F (TBTU), CN1CCOCC1 (N-methylmorpholine), N1CCOCC1 (morpholine). Yield: 66.5%. Reactants: O=C([O-])[O-], CCOC(=O)Cc1ccc(NC(=O)c2coc(Br)c2)cc1, Cc1ccccc1, [Cs+], [Cs+], OB(O)c1ccccc1. Product: CCOC(=O)Cc1ccc(NC(=O)c2coc(-c3ccccc3)c2)cc1. RXN SMILES: [C:31](=[O:32])([O-:33])[O-:34].[CH2:1]([CH3:2])[O:3][C:4]([CH2:5][c:6]1[cH:7][cH:8][c:9]([NH:12][C:13](=[O:14])[c:15]2[cH:16][o:17][c:18]([Br:20])[cH:19]2)[cH:10][cH:11]1)=[O:21].[CH3:37][c:38]1[cH:39][cH:40][cH:41][cH:42][cH:43]1.[Cs+:35].[Cs+:36].[c:22]1([B:28]([OH:29])[OH:30])[cH:23][cH:24][cH:25][cH:26][cH:27]1>>[CH2:1]([CH3:2])[O:3][C:4]([CH2:5][c:6]1[cH:7][cH:8][c:9]([NH:12][C:13](=[O:14])[c:15]2[cH:16][o:17][c:18](-[c:22]3[cH:23][cH:24][cH:25][cH:26][cH:27]3)[cH:19]2)[cH:10][cH:11]1)=[O:21]. Reactants: CS(=O)(=O)NC=1C=CC2=C(OC(CO2)CN)C1 (7-methylsulfonylamino-2,3-dihydro-1,4-benzodioxin-2-methanamine), N1C=C(C2=CC=CC=C12)CCC(=O)O (3-Indolepropionic acid), O.ON1N=NC2=C1C=CC=C2 (1-hydroxybenzotriazole hydrate), C(C)(C)N=C=NC(C)C (1,3-diisopropylcarbodiimide). The solvent is CN(C)C=O (DMF), CN(C)C=O (DMF). Reaction conditions: time 2 hour. Yields the product N1C=C(C2=CC=CC=C12)CCCNCC1OC2=C(OC1)C=CC(=C2)NS(=O)(=O)C (N-(3-{[3-(1H-Indol-3-yl)-propylamino]methyl}-2,3-dihydro-benzo[1,4]dioxin-6-yl)-methanesulfonamide). Yield: 64.6%. RXN SMILES: [NH:1]1[C:9]2[C:4](=[CH:5][CH:6]=[CH:7][CH:8]=2)[C:3]([CH2:10][CH2:11][C:12](O)=O)=[CH:2]1.O.ON1C2C=CC=CC=2N=N1.C(N=C=NC(C)C)(C)C.[CH3:35][S:36]([NH:39][C:40]1[CH:41]=[CH:42][C:43]2[O:48][CH2:47][CH:46]([CH2:49][NH2:50])[O:45][C:44]=2[CH:51]=1)(=[O:38])=[O:37]>CN(C=O)C>[NH:1]1[C:9]2[C:4](=[CH:5][CH:6]=[CH:7][CH:8]=2)[C:3]([CH2:10][CH2:11][CH2:12][NH:50][CH2:49][CH:46]2[CH2:47][O:48][C:43]3[CH:42]=[CH:41][C:40]([NH:39][S:36]([CH3:35])(=[O:38])=[O:37])=[CH:51][C:44]=3[O:45]2)=[CH:2]1 |f:1.2|. Procedure: 3-Indolepropionic acid (0.77 g, 4.1 mmole), 1-hydroxybenzotriazole hydrate (0.66 g, 4.9 mmole) and 1,3-diisopropylcarbodiimide (0.77 ml, 4.9 mmole) were combined in 75 ml of DMF and stirred at room temperature for 2 hours under a nitrogen atmosphere. To this was added dropwise 7-methylsulfonylamino-2,3-dihydro-1,4-benzodioxin-2-methanamine (1.0 g, 4.1 mmole) in 50 ml of DMF and the mixture was further stirred for 24 hours. The solvent was removed and the residue partitioned between dichlorometha... The reactants are C1CCOC1, CCOC(=O)Cn1nnc(C)c1[Si](C)(C)C, F, O. Yields the product CCOC(=O)Cn1cc(C)nn1. Reaction SMILES: [CH2:18]1[O:19][CH2:20][CH2:21][CH2:22]1.[CH3:1][c:2]1[n:3][n:4][n:5]([CH2:11][C:12](=[O:13])[O:14][CH2:15][CH3:16])[c:6]1[Si:7]([CH3:8])([CH3:9])[CH3:10].[FH:17].[OH2:23]>>[CH3:1][c:2]1[n:3][n:4][n:5]([CH2:11][C:12](=[O:13])[O:14][CH2:15][CH3:16])[cH:6]1. Reactants: FC(S(=O)(=O)OC=1C([C@@H]2CC[C@]3([C@@]4(CC[C@@]5([C@@H]([C@H]4CC[C@@H]3[C@]2(CC1)C)[C@@H](CC5)C(=C)C)NCCN5CCS(CC5)(=O)=O)C)C)(C)C)(F)F ((1R,3aS,5aR,5bR,7aR,11aR,11bR,13aR,13bR)-3a-((2-(1,1-dioxidothiomorpholino)ethyl)amino)-5a,5b,8,8,11a-pentamethyl-1-(prop-1-en-2-yl)-2,3,3a,4,5,5a,5b,6,7,7a,8,11,11a,11b,12,13,13a,13b-octadecahydro-1H-cyclopenta[a]chrysen-9-yl trifluoromethanesulfonate), C[C@]12CC[C@@]3([C@@H](C2CC[C@@H]2[C@]4(CCC(C([C@@H]4CC[C@@]12C)(C)C)=O)C)[C@@H](CC3)C(=C)C)C=O ((1R,3aS,5aR,5bR,7aR,11aR,11bR,13bR)-5a,5b,8,8,11a-pentamethyl-9-oxo-1-(prop-1-en-2-yl)icosahydro-1H-cyclopenta[a]chrysene-3a-carbaldehyde). Product: FC(S(=O)(=O)OC=1C([C@@H]2CC[C@]3([C@@]4(CC[C@@]5([C@@H]([C@H]4CC[C@@H]3[C@]2(CC1)C)[C@@H](CC5)C(=C)C)C=O)C)C)(C)C)(F)F ((1R,3aS,5aR,5bR,7aR,11aR,11bR,13aR,13bR)-3a-formyl-5a,5b,8,8,11a-pentamethyl-1-(prop-1-en-2-yl)-2,3,3a,4,5,5a,5b,6,7,7a,8,11,11a,11b,12,13,13a,13b-octadecahydro-1H-cyclopenta[a]chrysen-9-yl trifluoromethanesulfonate). Yield: 71.0%. RXN SMILES: [F:1][C:2]([F:48])([F:47])[S:3]([O:6][C:7]1[C:8]([CH3:46])([CH3:45])[C@H:9]2[C@:22]([CH3:25])([CH2:23][CH:24]=1)[C@@H:21]1[C@:12]([CH3:44])([C@@:13]3([CH3:43])[C@H:18]([CH2:19][CH2:20]1)[C@H:17]1[C@H:26]([C:29]([CH3:31])=[CH2:30])[CH2:27][CH2:28][C@:16]1(NCCN1CCS(=O)(=O)CC1)[CH2:15][CH2:14]3)[CH2:11][CH2:10]2)(=[O:5])=[O:4].C[C@]12[C@@]3(C)[C@@H]([C@]4(C)[C@@H](CC3)C(C)(C)[C:62](=[O:71])CC4)CCC1[C@H]1[C@H](C(C)=C)CC[C@]1(C=O)CC2>>[F:48][C:2]([F:47])([F:1])[S:3]([O:6][C:7]1[C:8]([CH3:46])([CH3:45])[C@H:9]2[C@:22]([CH3:25])([CH2:23][CH:24]=1)[C@@H:21]1[C@:12]([CH3:44])([C@@:13]3([CH3:43])[C@H:18]([CH2:19][CH2:20]1)[C@H:17]1[C@H:26]([C:29]([CH3:31])=[CH2:30])[CH2:27][CH2:28][C@:16]1([CH:62]=[O:71])[CH2:15][CH2:14]3)[CH2:11][CH2:10]2)(=[O:4])=[O:5]. Reported procedure: The title compound was prepared following the procedure described in method 1 for the preparation of intermediate 1, Step 5, using (1R,3aS,5aR,5bR,7aR,11aR,11bR,13bR)-5a,5b,8,8,11a-pentamethyl-9-oxo-1-(prop-1-en-2-yl)icosahydro-1H-cyclopenta[a]chrysene-3a-carbaldehyde as the starting material. (71% yield). 1H NMR (400 MHz, CHLOROFORM-d) δ 9.69 (d, J=1.8 Hz, 1H), 5.58 (dd, J=6.7, 2.1 Hz, 1H), 4.89-4.54 (m, 2H), 2.90 (td, J=11.0, 5.8 Hz, 1H), 2.28-2.00 (m, 3H), 2.00-1.64 (m, 7H), 1.60-1.55 (m, 3H)...